From a dataset of the Open Reaction Database (ORD), a public repository of structured organic reaction records. describe an organic reaction: reactants, conditions, products, and yield RXN SMILES: [B:14]([Br:15])([Br:16])[Br:17].[CH3:1][O:2][c:3]1[cH:4][cH:5][c:6]([C:9]([C:10]#[N:11])([CH3:12])[CH3:13])[cH:7][cH:8]1.[Cl:18][CH2:19][Cl:20]>>[OH:2][c:3]1[cH:4][cH:5][c:6]([C:9]([C:10]#[N:11])([CH3:12])[CH3:13])[cH:7][cH:8]1. Yields the product CC(C)(C#N)c1ccc(O)cc1. The reactants are BrB(Br)Br, COc1ccc(C(C)(C)C#N)cc1, ClCCl. Starting materials: CC(=O)O, [BH3-]C#N, ClCCCl, Cl, O=Cc1ccc(F)cc1, [Na+], [Na+], [OH-], O, NC1CCC(C(c2ccccc2)c2ccccc2)NC1. The product is Fc1ccc(CNC2CCC(C(c3ccccc3)c3ccccc3)NC2)cc1. Reaction SMILES: [C:30]([OH:31])(=[O:32])[CH3:33].[C:34]([BH3-:35])#[N:36].[Cl:41][CH2:42][CH2:43][Cl:44].[ClH:38].[F:21][c:22]1[cH:23][cH:24][c:25]([CH:26]=[O:27])[cH:28][cH:29]1.[Na+:37].[Na+:40].[OH-:39].[OH2:45].[c:1]1([CH:7]([CH:8]2[NH:9][CH2:10][CH:11]([NH2:14])[CH2:12][CH2:13]2)[c:15]2[cH:16][cH:17][cH:18][cH:19][cH:20]2)[cH:2][cH:3][cH:4][cH:5][cH:6]1>>[c:1]1([CH:7]([CH:8]2[NH:9][CH2:10][CH:11]([NH:14][CH2:26][c:25]3[cH:24][cH:23][c:22]([F:21])[cH:29][cH:28]3)[CH2:12][CH2:13]2)[c:15]2[cH:16][cH:17][cH:18][cH:19][cH:20]2)[cH:2][cH:3][cH:4][cH:5][cH:6]1. Reactants: NC1Cc2ccc(Br)cc2C1, C1CCOC1, CC(C)(C)[O-], CCN(C(C)C)C(C)C, O=C(Cl)c1ccc(OCC2CCCO2)cc1CCCl, [K+]. Product: O=C1c2ccc(OCC3CCCO3)cc2CCN1C1Cc2ccc(Br)cc2C1. Reaction SMILES: [Br:1][c:2]1[cH:3][c:4]2[c:8]([cH:9][cH:10]1)[CH2:7][CH:6]([NH2:11])[CH2:5]2.[CH2:46]1[O:47][CH2:48][CH2:49][CH2:50]1.[CH3:40][C:41]([CH3:42])([O-:43])[CH3:44].[CH:12]([N:13]([CH:14]([CH3:15])[CH3:16])[CH2:17][CH3:18])([CH3:19])[CH3:20].[Cl:21][CH2:22][CH2:23][c:24]1[c:25]([C:26](=[O:27])[Cl:28])[cH:29][cH:30][c:31]([O:33][CH2:34][CH:35]2[O:36][CH2:37][CH2:38][CH2:39]2)[cH:32]1.[K+:45]>>[Br:1][c:2]1[cH:3][c:4]2[c:8]([cH:9][cH:10]1)[CH2:7][CH:6]([N:11]1[CH2:22][CH2:23][c:24]3[c:25]([cH:29][cH:30][c:31]([O:33][CH2:34][CH:35]4[O:36][CH2:37][CH2:38][CH2:39]4)[cH:32]3)[C:26]1=[O:27])[CH2:5]2. Starting materials: N1(CCC1)CC1=C2C=CNC2=CC=C1 (4-(Azetidin-1-ylmethyl)-1H-indole), N1(CCC1)CC1=C2C=CNC2=CC=C1 (4-(Azetidin-1-ylmethyl)-1H-indole), [H-].[Na+] (NaH), CN(C)C=O (DMF), BrC1=CC(=C(C=C1)S(=O)(=O)Cl)C(F)(F)F (4-bromo-2-(trifluoromethyl)benzenesulphonyl chloride), CO (MeOH). Reagents/catalysts: Cl (HCl). Reaction conditions: time 1 hour. The product is FC(C(=O)O)(F)F.N1(CCC1)CC1=C2C=CN(C2=CC=C1)S(=O)(=O)C1=C(C=C(C=C1)Br)C(F)(F)F (4-(Azetidin-1-ylmethyl)-1-{[4-bromo-2-(trifluoromethyl)phenyl]sulfonyl}-1H-indole trifluoroacetate). RXN SMILES: CN([CH:4]=[O:5])C.[N:6]1([CH2:10][C:11]2[CH:19]=[CH:18][CH:17]=[C:16]3[C:12]=2[CH:13]=[CH:14][NH:15]3)[CH2:9][CH2:8][CH2:7]1.[H-].[Na+].[Br:22][C:23]1[CH:28]=[CH:27][C:26]([S:29](Cl)(=[O:31])=[O:30])=[C:25]([C:33]([F:36])([F:35])[F:34])[CH:24]=1.C[OH:38]>Cl>[F:34][C:33]([F:36])([F:35])[C:4]([OH:5])=[O:38].[N:6]1([CH2:10][C:11]2[CH:19]=[CH:18][CH:17]=[C:16]3[C:12]=2[CH:13]=[CH:14][N:15]3[S:29]([C:26]2[CH:27]=[CH:28][C:23]([Br:22])=[CH:24][C:25]=2[C:33]([F:36])([F:34])[F:35])(=[O:31])=[O:30])[CH2:9][CH2:8][CH2:7]1 |f:2.3,7.8|. Procedure details: DMF (1 ml) was added to a vial containing 4-(Azetidin-1-ylmethyl)-1H-indole (10 mg, 0.054 mmol; Intermediate 77) and 60% NaH (5.4 mg, 0.13 mmol) at rt. The mixture was stirred for 20 minutes before 4-bromo-2-(trifluoromethyl)benzenesulphonyl chloride (24.2 mg, 0.11 mmol) was added. The mixture was allowed to stir for 1 hour and 2 drops of 1N HCl was added. The mixture was diluted with MeOH, filtered and purified using preparative HPLC with ACE C8 5 μm (21.2×100 mm) column. Water containing 0.1% ... Starting materials: C(C)OC(=O)C1=CC=C(C=C1)C1=CC(=CC=C1Cl)C(=O)O (6-chloro-biphenyl-3,4′-dicarboxylic acid 4′-ethyl ester), FC=1C=C(C=CC1N1CCOCC1)N (3-fluoro-4-morpholin-4-yl-phenylamine), CCN=C=NCCCN(C)C (EDAC), C=1C=CC2=C(C1)N=NN2O (HOBT), CN1CCOCC1 (N-methylmorpholine). The solvent is CN(C)C=O (DMF), O (water). Reaction conditions: time 11 hour. Yields the product C(C)OC(=O)C1=CC=C(C=C1)C1=C(C=CC(=C1)C(NC1=C(C=C(C=C1)N1CCOCC1)F)=O)Cl (2′-Chloro-5′-(2-fluoro-4-morpholin-4-yl-phenylcarbamoyl)-biphenyl-4-carboxylic acid ethyl ester). Reaction SMILES: [CH2:1]([O:3][C:4]([C:6]1[CH:11]=[CH:10][C:9]([C:12]2[C:17]([Cl:18])=[CH:16][CH:15]=[C:14]([C:19]([OH:21])=O)[CH:13]=2)=[CH:8][CH:7]=1)=[O:5])[CH3:2].[F:22][C:23]1[CH:24]=C(N)[CH:26]=[CH:27][C:28]=1[N:29]1CCOCC1.CCN=C=NCCCN(C)C.C1C=CC2N(O)N=NC=2C=1.[CH3:57][N:58]1[CH2:63][CH2:62][O:61][CH2:60][CH2:59]1>CN(C=O)C.O>[CH2:1]([O:3][C:4]([C:6]1[CH:7]=[CH:8][C:9]([C:12]2[CH:13]=[C:14]([C:19](=[O:21])[NH:29][C:28]3[CH:27]=[CH:26][C:57]([N:58]4[CH2:63][CH2:62][O:61][CH2:60][CH2:59]4)=[CH:24][C:23]=3[F:22])[CH:15]=[CH:16][C:17]=2[Cl:18])=[CH:10][CH:11]=1)=[O:5])[CH3:2]. Procedure: A mixture of 6-chloro-biphenyl-3,4′-dicarboxylic acid 4′-ethyl ester (213 mg), 3-fluoro-4-morpholin-4-yl-phenylamine (179 mg), EDAC (174 mg), HOBT (123 mg) and N-methylmorpholine (200 μl) in DMF (3 ml) was stirred at room temperature. After 11 h, water (30 ml) was added and the resulting suspension filtered. The residue was then purified by chromatography. Elution with 1:1 ethyl acetate:petrol gave a brown oil (235 mg). Reactants: CC(C)(C)OC(=O)N(CCOc1cc(Cl)cc(C(=O)O)c1)c1ccncc1, CN(C)c1ccncc1, CCN(C(C)C)C(C)C, O=C(Cl)C(=O)Cl, ClCCl, CN(C)C=O, c1ccc(NCCCn2ncnn2)cc1. Product: CC(C)(C)OC(=O)N(CCOc1cc(Cl)cc(C(=O)N(CCCn2ncnn2)c2ccccc2)c1)c1ccncc1. As a reaction SMILES: [C:7]([CH3:8])([CH3:9])([CH3:10])[O:11][C:12](=[O:13])[N:14]([CH2:15][CH2:16][O:17][c:18]1[cH:19][c:20]([C:21](=[O:22])[OH:23])[cH:24][c:25]([Cl:27])[cH:26]1)[c:28]1[cH:29][cH:30][n:31][cH:32][cH:33]1.[CH3:61][N:62]([c:63]1[cH:64][cH:65][n:66][cH:67][cH:68]1)[CH3:69].[CH:34]([N:35]([CH2:36][CH3:37])[CH:38]([CH3:39])[CH3:40])([CH3:41])[CH3:42].[Cl:1][C:2]([C:3]([Cl:4])=[O:5])=[O:6].[Cl:58][CH2:59][Cl:60].[O:70]=[CH:71][N:72]([CH3:73])[CH3:74].[c:43]1([NH:49][CH2:50][CH2:51][CH2:52][n:53]2[n:54][cH:55][n:56][n:57]2)[cH:44][cH:45][cH:46][cH:47][cH:48]1>>[C:7]([CH3:8])([CH3:9])([CH3:10])[O:11][C:12](=[O:13])[N:14]([CH2:15][CH2:16][O:17][c:18]1[cH:19][c:20]([C:21](=[O:23])[N:49]([c:43]2[cH:44][cH:45][cH:46][cH:47][cH:48]2)[CH2:50][CH2:51][CH2:52][n:53]2[n:54][cH:55][n:56][n:57]2)[cH:24][c:25]([Cl:27])[cH:26]1)[c:28]1[cH:29][cH:30][n:31][cH:32][cH:33]1. Reactants: C(C1=CC=CC=C1)(=O)C1=CC=C(C(=O)N2CC3=C(CC2)C=C(O3)CN3CCCCC3)C=C1 (6-(4-Benzoylbenzoyl)-2-piperidinomethyl-4,5,6,7-tetrahydrofuro[2,3-c]pyridine), Cl (hydrogen chloride). Solvent: CO (methanol), CO (methanol). Product: Cl.C(C1=CC=CC=C1)(=O)C1=CC=C(C(=O)N2CC3=C(CC2)C=C(O3)CN3CCCCC3)C=C1 (6-(4-benzoylbenzoyl)-2-piperidinomethyl-4,5,6,7-tetrahydrofuro[2,3-c]pyridine hydrochloride). As a reaction SMILES: [C:1]([C:9]1[CH:32]=[CH:31][C:12]([C:13]([N:15]2[CH2:20][CH2:19][C:18]3[CH:21]=[C:22]([CH2:24][N:25]4[CH2:30][CH2:29][CH2:28][CH2:27][CH2:26]4)[O:23][C:17]=3[CH2:16]2)=[O:14])=[CH:11][CH:10]=1)(=[O:8])[C:2]1[CH:7]=[CH:6][CH:5]=[CH:4][CH:3]=1.[ClH:33]>CO>[ClH:33].[C:1]([C:9]1[CH:32]=[CH:31][C:12]([C:13]([N:15]2[CH2:20][CH2:19][C:18]3[CH:21]=[C:22]([CH2:24][N:25]4[CH2:26][CH2:27][CH2:28][CH2:29][CH2:30]4)[O:23][C:17]=3[CH2:16]2)=[O:14])=[CH:11][CH:10]=1)(=[O:8])[C:2]1[CH:7]=[CH:6][CH:5]=[CH:4][CH:3]=1 |f:3.4|. Procedure: 6-(4-Benzoylbenzoyl)-2-piperidinomethyl-4,5,6,7-tetrahydrofuro[2,3-c]pyridine 0.297 g was dissolved in 2 ml of methanol; hydrogen chloride in methanol was added in excess, followed by stirring. This was concentrated to yield the desired product. Reactants: BrC=1C=C(C=CC1C)NC(C=C(C)C)=O (3-methyl-but-2-enoic acid (3-bromo-4-methyl-phenyl)-amide), [Cl-].[Al+3].[Cl-].[Cl-] (aluminum chloride), ice water. Reaction conditions: temperature 115 celsius, time 2 hour. The product is BrC1=C(C=C2C(CC(NC2=C1)=O)(C)C)C (7-bromo-4,4,6-trimethyl-3,4-dihydro-1H-quinoline-2-one). Isolated yield 65.7%. RXN SMILES: [Br:1][C:2]1[CH:3]=[C:4]([NH:9][C:10](=[O:15])[CH:11]=[C:12]([CH3:14])[CH3:13])[CH:5]=[CH:6][C:7]=1[CH3:8].[Cl-].[Al+3].[Cl-].[Cl-]>>[Br:1][C:2]1[CH:3]=[C:4]2[C:5]([C:12]([CH3:13])([CH3:14])[CH2:11][C:10](=[O:15])[NH:9]2)=[CH:6][C:7]=1[CH3:8] |f:1.2.3.4|. Procedure details: To a solution of 3-methyl-but-2-enoic acid (3-bromo-4-methyl-phenyl)-amide (70.0 g, 261 mmol, Example d) at 90° C. was added portion wise, under argon, with vigorous stirring aluminum chloride (52.3 g, 391 mmol) over 1.5 hr. The reaction mixture was stirred for 2 hours at 110-120° C. The reaction mixture was cooled to room temperature and ice-water was carefully added. The solution was extracted with dichloromethane and the organic washed with 2N HCl, water, saturated aqueous NaHCO3, water and b...